This data is from the Open Reaction Database (ORD), a public repository of structured organic reaction records. The task is: describe an organic reaction: reactants, conditions, products, and yield The reactants are O=C([O-])CC(=O)C(Cc1ccccc1)C(=O)[O-], CCOC(=O)CC(=O)C(Cc1ccccc1)C(=O)OCC, CCOC(C)=O, CS(C)=O, CC1(C)SC2C(NC(=O)C(N)c3ccccc3)C(=O)N2C1C(=O)O, O=CC(O)C(O)C(O)C(O)CO. The product is CCOC(=O)CC(O)C(Cc1ccccc1)C(=O)OCC. As a reaction SMILES: [CH2:1]([CH:2]([C:3](=[O:4])[CH2:5][C:6]([O-:7])=[O:8])[C:9]([O-:10])=[O:11])[c:12]1[cH:13][cH:14][cH:15][cH:16][cH:17]1.[CH2:54]([CH3:55])[O:56][C:57]([CH:58]([C:59]([CH2:60][C:61](=[O:62])[O:63][CH2:64][CH3:65])=[O:66])[CH2:67][c:68]1[cH:69][cH:70][cH:71][cH:72][cH:73]1)=[O:74].[CH3:75][CH2:76][O:77][C:78](=[O:79])[CH3:80].[CH3:81][S:82]([CH3:83])=[O:84].[CH:30]12[CH:31]([NH:32][C:33]([CH:34]([c:35]3[cH:36][cH:37][cH:38][cH:39][cH:40]3)[NH2:41])=[O:42])[C:43](=[O:44])[N:45]1[CH:46]([C:47](=[O:48])[OH:49])[C:50]([CH3:51])([CH3:52])[S:53]2.[O:18]=[CH:19][CH:20]([CH:21]([CH:22]([CH:23]([CH2:24][OH:25])[OH:26])[OH:27])[OH:28])[OH:29]>>[CH2:54]([CH3:55])[O:56][C:57]([CH:58]([CH:59]([CH2:60][C:61](=[O:62])[O:63][CH2:64][CH3:65])[OH:66])[CH2:67][c:68]1[cH:69][cH:70][cH:71][cH:72][cH:73]1)=[O:74]. The reactants are O=C([O-])[O-], CI, CN(C)C=O, COc1ccc(Cc2cc(C3OC(C(=O)O)C(O)C(O)C3O)ccc2Cl)cc1, [K+], [K+], O. The product is COC(=O)C1OC(c2ccc(Cl)c(Cc3ccc(OC)cc3)c2)C(O)C(O)C1O. As a reaction SMILES: [C:1](=[O:2])([O-:3])[O-:4].[CH3:35][I:36].[CH3:38][N:39]([CH3:40])[CH:41]=[O:42].[Cl:7][c:8]1[c:9]([CH2:26][c:27]2[cH:28][cH:29][c:30]([O:33][CH3:34])[cH:31][cH:32]2)[cH:10][c:11]([CH:14]2[CH:15]([OH:25])[CH:16]([OH:24])[CH:17]([OH:23])[CH:18]([C:20](=[O:21])[OH:22])[O:19]2)[cH:12][cH:13]1.[K+:5].[K+:6].[OH2:37]>>[CH3:1][O:22][C:20]([CH:18]1[CH:17]([OH:23])[CH:16]([OH:24])[CH:15]([OH:25])[CH:14]([c:11]2[cH:10][c:9]([CH2:26][c:27]3[cH:28][cH:29][c:30]([O:33][CH3:34])[cH:31][cH:32]3)[c:8]([Cl:7])[cH:13][cH:12]2)[O:19]1)=[O:21].